Dataset: the Open Reaction Database (ORD), a public repository of structured organic reaction records. Task: describe an organic reaction: reactants, conditions, products, and yield Starting materials: O[C@@H]1[C@@H]2[C@]3(C=CC(C=C3CC[C@H]2[C@@H]2CC[C@](C(CO)=O)([C@]2(C1)C)OC(CCOC)=O)=O)C (11β,21-dihydroxy-17-(3-methoxypropionyloxy)-1,4-pregnadiene-3,20-dione), C(C)(=O)OC(C)=O (acetic anhydride). The product is C(C)(=O)OCC([C@]1(CC[C@H]2[C@@H]3CCC4=CC(C=C[C@]4(C)[C@H]3[C@H](C[C@]12C)O)=O)OC(CCOC)=O)=O (21-acetoxy-11β-hydroxy-17-(3-methoxypropionyloxy)-1,4-pregnadiene-3,20-dione). As a reaction SMILES: [OH:1][C@H:2]1[CH2:22][C@@:21]2([CH3:23])[C@@H:13]([CH2:14][CH2:15][C@:16]2([O:24][C:25](=[O:30])[CH2:26][CH2:27][O:28][CH3:29])[C:17](=[O:20])[CH2:18][OH:19])[C@H:12]2[C@H:3]1[C@:4]1([CH3:32])[C:9]([CH2:10][CH2:11]2)=[CH:8][C:7](=[O:31])[CH:6]=[CH:5]1.[C:33](OC(=O)C)(=[O:35])[CH3:34]>>[C:33]([O:19][CH2:18][C:17](=[O:20])[C@:16]1([O:24][C:25](=[O:30])[CH2:26][CH2:27][O:28][CH3:29])[C@:21]2([CH3:23])[C@H:13]([C@H:12]3[C@H:3]([C@@H:2]([OH:1])[CH2:22]2)[C@:4]2([CH3:32])[C:9](=[CH:8][C:7](=[O:31])[CH:6]=[CH:5]2)[CH2:10][CH2:11]3)[CH2:14][CH2:15]1)(=[O:35])[CH3:34]. Procedure: As described in Example 5(c), 1.0 g of 11β,21-dihydroxy-17-(3-methoxypropionyloxy)-1,4-pregnadiene-3,20-dione is reacted with acetic anhydride at room temperature, worked up, and purified, thus isolating 810 mg of 21-acetoxy-11β-hydroxy-17-(3-methoxypropionyloxy)-1,4-pregnadiene-3,20-dione. The reactants are C1CCOC1, CC(C)CC(NC(=O)c1ccc(NC(=O)CCCCCCC(=O)NO)cc1)C(=O)OC1CCCC1, [Na+], [OH-]. The product is CC(C)CC(NC(=O)c1ccc(NC(=O)CCCCCCC(=O)NO)cc1)C(=O)O. RXN SMILES: [CH2:38]1[O:39][CH2:40][CH2:41][CH2:42]1.[CH:1]1([O:6][C:7]([CH:8]([CH2:9][CH:10]([CH3:11])[CH3:12])[NH:13][C:14]([c:15]2[cH:16][cH:17][c:18]([NH:21][C:22]([CH2:23][CH2:24][CH2:25][CH2:26][CH2:27][CH2:28][C:29]([NH:30][OH:31])=[O:32])=[O:33])[cH:19][cH:20]2)=[O:34])=[O:35])[CH2:2][CH2:3][CH2:4][CH2:5]1.[Na+:37].[OH-:36]>>[O:6]=[C:7]([CH:8]([CH2:9][CH:10]([CH3:11])[CH3:12])[NH:13][C:14]([c:15]1[cH:16][cH:17][c:18]([NH:21][C:22]([CH2:23][CH2:24][CH2:25][CH2:26][CH2:27][CH2:28][C:29]([NH:30][OH:31])=[O:32])=[O:33])[cH:19][cH:20]1)=[O:34])[OH:35]. The reactants are C1(CCCC1)Br (cyclopentyl bromide), O=CC1=CC(O)=C(OC)C=C1 (isovanillin), C1(CCCC1)Br (Cyclopentyl bromide), C(=O)([O-])[O-].[K+].[K+] (K2CO3). Reagents/catalysts: [N+](CCCC)(CCCC)(CCCC)CCCC.[Br-] (Bu4NBr). The solvent is C1CCOC1 (THF). Run at time 6 hour. The product is C1(CCCC1)OC=1C=C(C=O)C=C(C1)OC (3-Cyclopentyloxy-5-methoxybenzaldehyde). As a reaction SMILES: [O:1]=[CH:2][C:3]1[CH:11]=[CH:10][C:7](OC)=[C:5]([OH:6])[CH:4]=1.[C:12]([O-:15])([O-])=O.[K+].[K+].[CH:18]1(Br)[CH2:22][CH2:21][CH2:20][CH2:19]1>[N+](CCCC)(CCCC)(CCCC)CCCC.[Br-].C1COCC1>[CH:18]1([O:6][C:5]2[CH:4]=[C:3]([CH:11]=[C:10]([O:15][CH3:12])[CH:7]=2)[CH:2]=[O:1])[CH2:22][CH2:21][CH2:20][CH2:19]1 |f:1.2.3,5.6|. Procedure: A 1-L flask equipped with a mechanical stirrer, nitrogen inlet, thermometer, and condenser, were charged with isovanillin (91.2 g, 0.60 mol, 1.0 equivalent) and THF (250 mL), followed by addition of Bu4NBr (19.3 g, 0.06 mol, 10 mol%, 0.10 eq.) and anhydrous K2CO3 (124 g, 0.90 mol, 1.5 eq.). The reaction mixture was stirred vigorously and heated to reflux (about 65 to about 75° C.). Cyclopentyl bromide (89.4 g, 0.60 mol, 1.0 eq.) was added dropwise and the mixture was stirred at refluxed for 6 ho... The reactants are C12(CCCCC2C1)COC1=CC(=C(C(=O)OC(C)(C)C)C=C1Cl)F (tert-butyl 4-(bicyclo[4.1.0]heptan-1-ylmethoxy)-5-chloro-2-fluorobenzoate), ClC=1C(=CC(=C(C(=O)OC(C)(C)C)C1)F)OCC12CCC3(OCCO3)CC2C1 (tert-butyl 5-chloro-2-fluoro-4-(spiro[bicyclo[4.1.0]heptane-3,2′-[1,3]dioxolan]-6-ylmethoxy)benzoate). Yields the product C1(CC1)C=1C(=CC(=C(C(=O)OC(C)(C)C)C1)F)OCC12CCC3(OCCO3)CC2C1 (tert-butyl 5-cyclopropyl-2-fluoro-4-(spiro[bicyclo[4.1.0]heptane-3,2′-[1,3]dioxolan]-6-ylmethoxy)benzoate), solid. Isolated yield 93.0%. Reaction SMILES: [C:1]12(COC3C(Cl)=CC(C(OC(C)(C)C)=O)=C(F)C=3)[CH2:7][CH:6]1CCCC2.Cl[C:26]1[C:27]([O:40][CH2:41][C:42]23[CH2:52][CH:51]2[CH2:50][C:45]2([O:49][CH2:48][CH2:47][O:46]2)[CH2:44][CH2:43]3)=[CH:28][C:29]([F:39])=[C:30]([CH:38]=1)[C:31]([O:33][C:34]([CH3:37])([CH3:36])[CH3:35])=[O:32]>>[CH:1]1([C:26]2[C:27]([O:40][CH2:41][C:42]34[CH2:52][CH:51]3[CH2:50][C:45]3([O:46][CH2:47][CH2:48][O:49]3)[CH2:44][CH2:43]4)=[CH:28][C:29]([F:39])=[C:30]([CH:38]=2)[C:31]([O:33][C:34]([CH3:37])([CH3:36])[CH3:35])=[O:32])[CH2:7][CH2:6]1. Reported procedure: Following the procedure as described in Example 342 Step 4 and making variations as required to replace tert-butyl 4-(bicyclo[4.1.0]heptan-1-ylmethoxy)-5-chloro-2-fluorobenzoate of tert-butyl 5-chloro-2-fluoro-4-(spiro[bicyclo[4.1.0]heptane-3,2′-[1,3]dioxolan]-6-ylmethoxy)benzoate, the title compound was obtained as a colorless solid (1.30 g, 93%): 1H NMR (300 MHz, CDCl3) δ 7.35 (d, J=8.3 Hz, 1H), 6.42 (d, J=12.7 Hz, 1H), 3.95-3.86 (m, 4H), 3.84-3.70 (m, 2H), 2.22-1.98 (m, 4H), 1.82-1.72 (m, 2H)...